From a dataset of the Open Reaction Database (ORD), a public repository of structured organic reaction records. describe an organic reaction: reactants, conditions, products, and yield Starting materials: O=C1OC(=CC(=C1C#N)N1CCCC1)C1=CC=CC=C1 (2-oxo-6-phenyl-4-(pyrrolidin-1-yl)-2H-pyran-3-carbonitrile), indanone-1, [H-].[Na+] (NaH). Product: C1(=CC=CC=C1)C1=CC(=C(C=2C3=CC=CC=C3CC12)C#N)N1CCCC1 (1-Phenyl-3-pyrrolidin-1-yl-9H-fluorene-4-carbonitrile). RXN SMILES: O=[C:2]1[C:7]([C:8]#[N:9])=[C:6]([N:10]2[CH2:14][CH2:13][CH2:12][CH2:11]2)[CH:5]=[C:4]([C:15]2[CH:20]=[CH:19][CH:18]=[CH:17][CH:16]=2)O1.[H-].[Na+]>>[C:15]1([C:4]2[C:5]3[CH2:4][C:15]4[C:16](=[CH:17][CH:18]=[CH:19][CH:20]=4)[C:2]=3[C:7]([C:8]#[N:9])=[C:6]([N:10]3[CH2:14][CH2:13][CH2:12][CH2:11]3)[CH:5]=2)[CH:20]=[CH:19][CH:18]=[CH:17][CH:16]=1 |f:1.2|. Reported procedure: A mixture of 2-oxo-6-phenyl-4-(pyrrolidin-1-yl)-2H-pyran-3-carbonitrile (266 mg), indanone-1 (132 mg) and NaH (31 mg) in THIF was stirred for <5 min. After completion, the reaction solvent was evaporated under vacuum to dryness and crude solid was quenched with ice water and subsequently neutralized with dil. HCl, finally purified by column chromatography using ethylacetate-hexane as eluent. White solid; mp 158-160° C.; ESIMS 336 (M+); IR (KBr) 2203 cm−1 (CN); 1H NMR (200 MHz, CDCl3) δ 2.01-2.05... The reactants are ClC1=NC(=CC=C1C#N)C1=CC=C(C=C1)F (2-chloro-6-(4-fluorophenyl)pyridine-3-carbonitrile), Cl.NC1=NC(=CC=C1C#N)NC1CNCCC1 (2-Amino-6-(piperidin-3-ylamino)pyridine-3-carbonitrile hydrochloride), C(C)(C)N(C(C)C)CC (N,N-diisopropylethylamine). Run in CS(=O)C (DMSO). Run at temperature 120 celsius. Yields the product NC1=NC(=CC=C1C#N)NC1CN(CCC1)C1=NC(=CC=C1C#N)C1=CC=C(C=C1)F (2-Amino-6-({1-[3-cyano-6-(4-fluorophenyl)pyridin-2-yl]piperidin-3-yl}amino)pyridine-3-carbonitrile). As a reaction SMILES: Cl[C:2]1[C:7]([C:8]#[N:9])=[CH:6][CH:5]=[C:4]([C:10]2[CH:15]=[CH:14][C:13]([F:16])=[CH:12][CH:11]=2)[N:3]=1.Cl.[NH2:18][C:19]1[C:24]([C:25]#[N:26])=[CH:23][CH:22]=[C:21]([NH:27][CH:28]2[CH2:33][CH2:32][CH2:31][NH:30][CH2:29]2)[N:20]=1.C(N(CC)C(C)C)(C)C>CS(C)=O>[NH2:18][C:19]1[C:24]([C:25]#[N:26])=[CH:23][CH:22]=[C:21]([NH:27][CH:28]2[CH2:33][CH2:32][CH2:31][N:30]([C:2]3[C:7]([C:8]#[N:9])=[CH:6][CH:5]=[C:4]([C:10]4[CH:15]=[CH:14][C:13]([F:16])=[CH:12][CH:11]=4)[N:3]=3)[CH2:29]2)[N:20]=1 |f:1.2|. Procedure: 55 mg (0.24 mmol) of 2-chloro-6-(4-fluorophenyl)pyridine-3-carbonitrile, 74 mg (0.28 mmol) of 2-amino-6-(piperidin-3-ylamino)pyridine-3-carbonitrile hydrochloride (Example 11A) and 0.206 ml (1.18 mmol) of N,N-diisopropylethylamine were initially charged in 2 ml of DMSO. The mixture was heated at 120° C. in a microwave for 30 min. The crude product was purified by means of preparative HPLC (method 13). 47 mg (48% of theory) of the product were obtained in solid form. Starting materials: CCO, CCOC(=O)c1cnc(SC)nc1Cl, NN, O. Product: CCOC(=O)c1cnc(SC)nc1NN. As a reaction SMILES: [CH3:18][CH2:19][OH:20].[Cl:4][c:5]1[n:6][c:7]([S:16][CH3:17])[n:8][cH:9][c:10]1[C:11](=[O:12])[O:13][CH2:14][CH3:15].[NH2:2][NH2:3].[OH2:1]>>[NH:2]([NH2:3])[c:5]1[n:6][c:7]([S:16][CH3:17])[n:8][cH:9][c:10]1[C:11](=[O:12])[O:13][CH2:14][CH3:15]. Starting materials: CC(C)(C)[Si](C)(C)OCC1CCC(=O)N1, C1CCOC1, CC(C)(C)[O-], O=C(Cl)OCc1ccccc1, [K+]. Product: CC(C)(C)[Si](C)(C)OCC1CCC(=O)N1C(=O)OCc1ccccc1. Reaction SMILES: [C:1]([CH3:2])([CH3:3])([CH3:4])[Si:5]([O:6][CH2:7][CH:8]1[CH2:9][CH2:10][C:11](=[O:13])[NH:12]1)([CH3:14])[CH3:15].[CH2:33]1[O:34][CH2:35][CH2:36][CH2:37]1.[CH3:16][C:17]([CH3:18])([O-:19])[CH3:20].[Cl:22][C:23](=[O:24])[O:25][CH2:26][c:27]1[cH:28][cH:29][cH:30][cH:31][cH:32]1.[K+:21]>>[C:1]([CH3:2])([CH3:3])([CH3:4])[Si:5]([O:6][CH2:7][CH:8]1[CH2:9][CH2:10][C:11](=[O:13])[N:12]1[C:23](=[O:24])[O:25][CH2:26][c:27]1[cH:28][cH:29][cH:30][cH:31][cH:32]1)([CH3:14])[CH3:15]. Starting materials: CC(C)(C)OC(=O)NCCCO, C1CCOC1, O=[N+]([O-])c1cc(Cl)ccc1F, [H-], [Na+]. Product: CC(C)(C)OC(=O)NCCCOc1ccc(Cl)cc1[N+](=O)[O-]. RXN SMILES: [C:1]([CH3:2])([CH3:3])([CH3:4])[O:5][C:6]([NH:7][CH2:8][CH2:9][CH2:10][OH:11])=[O:12].[CH2:26]1[O:27][CH2:28][CH2:29][CH2:30]1.[Cl:15][c:16]1[cH:17][c:18]([N+:23](=[O:24])[O-:25])[c:19]([F:22])[cH:20][cH:21]1.[H-:13].[Na+:14]>>[C:1]([CH3:2])([CH3:3])([CH3:4])[O:5][C:6]([NH:7][CH2:8][CH2:9][CH2:10][O:11][c:19]1[c:18]([N+:23](=[O:24])[O-:25])[cH:17][c:16]([Cl:15])[cH:21][cH:20]1)=[O:12]. The reactants are BrC=1C=C(C=C(C1)Br)C1OCCO1 (2-(3,5-dibromophenyl)-1,3-dioxolane), C[Si](C)(C)CC#N (trimethylsilyl acetonitrile), PTFE silicone. Reagents/catalysts: C=1C=CC(=CC1)/C=C/C(=O)/C=C/C2=CC=CC=C2.C=1C=CC(=CC1)/C=C/C(=O)/C=C/C2=CC=CC=C2.C=1C=CC(=CC1)/C=C/C(=O)/C=C/C2=CC=CC=C2.[Pd].[Pd] (Pd2(dba)3), CC1(C2=C(C(=CC=C2)P(C3=CC=CC=C3)C4=CC=CC=C4)OC5=C(C=CC=C51)P(C6=CC=CC=C6)C7=CC=CC=C7)C (Xantphos), [F-].[F-].[Zn+2] (ZnF2). The solvent is CN(C)C=O (DMF), C(C)OCC (diethyl ether). Run at temperature 90 celsius. Product: BrC=1C=C(C=C(C1)C1OCCO1)CC#N (2-(3-bromo-5-(1,3-dioxolan-2-yl)phenyl)acetonitrile). Isolated yield 104.8%. Reaction SMILES: Br[C:2]1[CH:3]=[C:4]([CH:9]2[O:13][CH2:12][CH2:11][O:10]2)[CH:5]=[C:6]([Br:8])[CH:7]=1.C[Si]([CH2:18][C:19]#[N:20])(C)C>CN(C=O)C.C(OCC)C.C1C=CC(/C=C/C(/C=C/C2C=CC=CC=2)=O)=CC=1.C1C=CC(/C=C/C(/C=C/C2C=CC=CC=2)=O)=CC=1.C1C=CC(/C=C/C(/C=C/C2C=CC=CC=2)=O)=CC=1.[Pd].[Pd].[F-].[F-].[Zn+2].CC1(C)C2C(=C(P(C3C=CC=CC=3)C3C=CC=CC=3)C=CC=2)OC2C(P(C3C=CC=CC=3)C3C=CC=CC=3)=CC=CC1=2>[Br:8][C:6]1[CH:7]=[C:2]([CH2:18][C:19]#[N:20])[CH:3]=[C:4]([CH:9]2[O:13][CH2:12][CH2:11][O:10]2)[CH:5]=1 |f:4.5.6.7.8,9.10.11|. Procedure details: To a screw-capped vial containing 2-(3,5-dibromophenyl)-1,3-dioxolane (4.g, 12.99 mmol), Xantphos (0.15 g, 0.26 mmol), Pd2(dba)3 in anhydrous DMF (5.0 mL) was added trimethylsilyl acetonitrile (2.20 mL, 16.07 mmol) and the reaction mixture was degassed with nitrogen for 15 min to give an orange-red suspension. To the above mixture was added ZnF2 under nitrogen atmosphere and the vial sealed with a cap containing a PTFE/silicone septum under nitrogen. The heterogeneous mixture was heated with sti... Reactants: CCN=C=S, CC#N, NC(=O)CCCSc1cccc(N)n1. Product: CCNC(=S)Nc1cccc(SCCCC(N)=O)n1. As a reaction SMILES: [CH2:15]([CH3:16])[N:17]=[C:18]=[S:19].[CH3:20][C:21]#[N:22].[NH2:1][c:2]1[n:3][c:4]([S:8][CH2:9][CH2:10][CH2:11][C:12](=[O:13])[NH2:14])[cH:5][cH:6][cH:7]1>>[NH:1]([c:2]1[n:3][c:4]([S:8][CH2:9][CH2:10][CH2:11][C:12](=[O:13])[NH2:14])[cH:5][cH:6][cH:7]1)[C:18]([NH:17][CH2:15][CH3:16])=[S:19]. Reactants: CC(C)(C)OC(=O)N1CCC(N(CC(=O)O)Cc2ccc(Cl)cc2)C1, CCN, CCN=C=NCCCN(C)C, CN1CCOCC1, C1CCOC1, On1nnc2ccccc21. Product: CCNC(=O)CN(Cc1ccc(Cl)cc1)C1CCN(C(=O)OC(C)(C)C)C1. As a reaction SMILES: [C:1]([CH3:2])([CH3:3])([CH3:4])[O:5][C:6](=[O:7])[N:8]1[CH2:9][CH:10]([N:13]([CH2:14][c:15]2[cH:16][cH:17][c:18]([Cl:21])[cH:19][cH:20]2)[CH2:22][C:23](=[O:24])[OH:25])[CH2:11][CH2:12]1.[CH2:54]([NH2:55])[CH3:56].[CH3:26][CH2:27][N:28]=[C:29]=[N:30][CH2:31][CH2:32][CH2:33][N:34]([CH3:35])[CH3:36].[CH3:47][N:48]1[CH2:49][CH2:50][O:51][CH2:52][CH2:53]1.[O:57]1[CH2:58][CH2:59][CH2:60][CH2:61]1.[OH:37][n:38]1[c:39]2[c:40]([cH:41][cH:42][cH:43][cH:44]2)[n:45][n:46]1>>[C:1]([CH3:2])([CH3:3])([CH3:4])[O:5][C:6](=[O:7])[N:8]1[CH2:9][CH:10]([N:13]([CH2:14][c:15]2[cH:16][cH:17][c:18]([Cl:21])[cH:19][cH:20]2)[CH2:22][C:23](=[O:25])[NH:28][CH2:27][CH3:26])[CH2:11][CH2:12]1. Reactants: C(C)S[C@@H]1[C@H](C(N1C(C(=S)OCC1=CC=C(C=C1)[N+](=O)[O-])=C(C(C(C)(C)C)=O)OC1=CC=C(C=C1)C(=O)SC1=CC=CC=C1)=O)[C@@H](C)O (4-nitrobenzyl 2-[4(R)-ethylthio-3(S)-(1(R)-hydroxyethyl)-azetidin-2-on-1-yl]-3-[4-(phenylthio-(carbonyl))-phenoxy]-3-trimethylacetylthiopropenoate), ClCl (chlorine). Run in C(Cl)(Cl)Cl (chloroform), C(Cl)(Cl)(Cl)Cl (carbon tetrachloride). Conditions: time 30 minute. The product is Cl[C@H]1[C@H](C(N1C(C(=S)OCC1=CC=C(C=C1)[N+](=O)[O-])=C(C(C(C)(C)C)=O)OC1=CC=C(C=C1)C(=O)SC1=CC=CC=C1)=O)[C@@H](C)O (4-Nitrobenzyl 2-[4(S)-chloro-3(S)-(1(R)-hydroxyethyl)azetidin-2-on-1-yl]-3-[4-(phenylthio-(carbonyl))phenoxy]-3-trimethylacetylthiopropenoate). Isolated yield 74.7%. RXN SMILES: C(S[C@H:4]1[N:7]([C:8](=[C:22]([O:29][C:30]2[CH:35]=[CH:34][C:33]([C:36]([S:38][C:39]3[CH:44]=[CH:43][CH:42]=[CH:41][CH:40]=3)=[O:37])=[CH:32][CH:31]=2)[C:23](=[O:28])[C:24]([CH3:27])([CH3:26])[CH3:25])[C:9]([O:11][CH2:12][C:13]2[CH:18]=[CH:17][C:16]([N+:19]([O-:21])=[O:20])=[CH:15][CH:14]=2)=[S:10])[C:6](=[O:45])[C@@H:5]1[C@H:46]([OH:48])[CH3:47])C.[Cl:49]Cl>C(Cl)(Cl)Cl.C(Cl)(Cl)(Cl)Cl>[Cl:49][C@@H:4]1[N:7]([C:8](=[C:22]([O:29][C:30]2[CH:35]=[CH:34][C:33]([C:36]([S:38][C:39]3[CH:44]=[CH:43][CH:42]=[CH:41][CH:40]=3)=[O:37])=[CH:32][CH:31]=2)[C:23](=[O:28])[C:24]([CH3:27])([CH3:26])[CH3:25])[C:9]([O:11][CH2:12][C:13]2[CH:18]=[CH:17][C:16]([N+:19]([O-:21])=[O:20])=[CH:15][CH:14]=2)=[S:10])[C:6](=[O:45])[C@@H:5]1[C@H:46]([OH:48])[CH3:47]. Procedure details: To a stirred solution of 2.75 g of 4-nitrobenzyl 2-[4(R)-ethylthio-3(S)-(1(R)-hydroxyethyl)-azetidin-2-on-1-yl]-3-[4-(phenylthio-(carbonyl))-phenoxy]-3-trimethylacetylthiopropenoate in 25 ml of dry chloroform at -40° C. was added a solution of 5.3 mmol of chlorine in 7 ml of carbon tetrachloride, and the solution was stirred for 30 minutes. The reaction mixture was allowed to reach room temperature and evaporated to dryness. Chromatography of the residue (silica gel, hexane/ethyl acetate mixture...